This data is from the Open Reaction Database (ORD), a public repository of structured organic reaction records. The task is: describe an organic reaction: reactants, conditions, products, and yield RXN SMILES: [C:1](N1C=CN=C1)([N:3]1C=CN=C1)=O.ClC1C=CC=C(Cl)C=1[C:16]([NH:18][C:19]1[CH:24]=[CH:23][CH:22]=[C:21]([C:25]2[N:26]=[C:27]3[N:31]([C:32]=2[C:33]2[CH:38]=[CH:37][N:36]=[C:35]([NH:39][C:40]4[CH:45]=[CH:44][C:43]([N:46]5[CH2:51][CH2:50]N(CC)[CH2:48][CH2:47]5)=[CH:42][CH:41]=4)[N:34]=2)[CH:30]=[CH:29][S:28]3)[CH:20]=1)=[O:17].F[C:60]1[CH:61]=[C:62]([CH2:67][OH:68])[CH:63]=[C:64](F)[CH:65]=1.C(Cl)(Cl)=[O:70]>CN(C)C1C=CN=CC=1.CN1CCCC1=O.C1(C)C=CC=CC=1.C(#N)C.CO>[N:46]1([C:43]2[CH:44]=[CH:45][C:40]([NH:39][C:35]3[N:34]=[C:33]([C:32]4[N:31]5[C:27]([S:28][CH:29]=[CH:30]5)=[N:26][C:25]=4[C:21]4[CH:20]=[C:19]([NH:18][C:16](=[O:17])[O:68][CH2:67][C:62]5[CH:63]=[CH:64][CH:65]=[C:60]([C:1]#[N:3])[CH:61]=5)[CH:24]=[CH:23][CH:22]=4)[CH:38]=[CH:37][N:36]=3)=[CH:41][CH:42]=2)[CH2:51][CH2:50][O:70][CH2:48][CH2:47]1. Reported procedure: Into a 2 ml microwave vial was added EXAMPLE 3C (50 mg), 3,5-difluorophenyl)methanol (30.7 mg), 1,1′-carbonyldiimidazole (34.5 mg), 4-(dimethylamino)pyridine (2 mg), and acetonitrile (1065 μl). The mixture was heated in a Biotage Initiator 2 monomode microwave reactor at 150° C. for 25 minutes. Into the vial was added another portion of 1,1′-carbonyldiimidazole (34.5 mg) and the mixture was diluted with 1-methyl-2-pyrrolidinone (900 μl) then heated in an oil bath at 70° C. for 5 hours. To the vi... Product: N1(CCOCC1)C1=CC=C(C=C1)NC1=NC=CC(=N1)C1=C(N=C2SC=CN21)C=2C=C(C=CC2)NC(OCC2=CC(=CC=C2)C#N)=O (3-cyanobenzyl 3-(5-(2-((4-morpholin-4-ylphenyl)amino)pyrimidin-4-yl)imidazo[2,1-b][1,3]thiazol-6-yl)phenylcarbamate). Run at temperature 70 celsius. Reagents/catalysts: CN(C1=CC=NC=C1)C (4-(dimethylamino)pyridine). Run in C(C)#N (acetonitrile), CO (methanol), CN1C(CCC1)=O (1-methyl-2-pyrrolidinone), C1(=CC=CC=C1)C (toluene). The reactants are EXAMPLE 3C, C(=O)(N1C=NC=C1)N1C=NC=C1 (1,1′-carbonyldiimidazole), C(=O)(N1C=NC=C1)N1C=NC=C1 (1,1′-carbonyldiimidazole), FC=1C=C(C=C(C1)F)CO ((3,5-difluorophenyl)methanol), ClC1=C(C(=O)NC2=CC(=CC=C2)C=2N=C3SC=CN3C2C2=NC(=NC=C2)NC2=CC=C(C=C2)N2CCN(CC2)CC)C(=CC=C1)Cl (2,6-dichloro-N-(3-(5-(2-((4-(4-ethylpiperazin-1-yl)phenyl)amino)pyrimidin-4-yl)imidazo[2,1-b][1,3]thiazol-6-yl)phenyl)benzamide), C(=O)(Cl)Cl (phosgene). Reactants: FC(S(=O)(=O)OC1=C2C(CC3(CCC3)OC2=CC(=C1C=O)C(C)C)=O)(F)F (6-Formyl-7-isopropyl-4-oxo-3,4-dihydrospiro[chromen-2,1′-cyclobutan]-5-yl trifluoromethanesulfonate), FC1=CC=C(C=C1)B(O)O (4-fluorophenyl-boronic acid), P(=O)([O-])([O-])[O-].[K+].[K+].[K+] (tripotassium phosphate). Reagents/catalysts: C=1C=CC(=CC1)[P](C=2C=CC=CC2)(C=3C=CC=CC3)[Pd]([P](C=4C=CC=CC4)(C=5C=CC=CC5)C=6C=CC=CC6)([P](C=7C=CC=CC7)(C=8C=CC=CC8)C=9C=CC=CC9)[P](C=1C=CC=CC1)(C=1C=CC=CC1)C=1C=CC=CC1 (tetrakis(triphenylphosphine)palladium(0)). Run at time 8 hour. Product: FC1=CC=C(C=C1)C1=C2C(CC3(CCC3)OC2=CC(=C1C=O)C(C)C)=O (5-(4-Fluorophenyl)-7-isopropyl-4-oxo-3,4-dihydrospiro[chromen-2,1′-cyclobutane]-6-carbaldehyde). RXN SMILES: FC(F)(F)S(O[C:7]1[C:19]([CH:20]=[O:21])=[C:18]([CH:22]([CH3:24])[CH3:23])[CH:17]=[C:16]2[C:8]=1[C:9](=[O:25])[CH2:10][C:11]1([O:15]2)[CH2:14][CH2:13][CH2:12]1)(=O)=O.[F:28][C:29]1[CH:34]=[CH:33][C:32](B(O)O)=[CH:31][CH:30]=1.P([O-])([O-])([O-])=O.[K+].[K+].[K+]>C1C=CC([P]([Pd]([P](C2C=CC=CC=2)(C2C=CC=CC=2)C2C=CC=CC=2)([P](C2C=CC=CC=2)(C2C=CC=CC=2)C2C=CC=CC=2)[P](C2C=CC=CC=2)(C2C=CC=CC=2)C2C=CC=CC=2)(C2C=CC=CC=2)C2C=CC=CC=2)=CC=1>[F:28][C:29]1[CH:34]=[CH:33][C:32]([C:7]2[C:19]([CH:20]=[O:21])=[C:18]([CH:22]([CH3:24])[CH3:23])[CH:17]=[C:16]3[C:8]=2[C:9](=[O:25])[CH2:10][C:11]2([O:15]3)[CH2:14][CH2:13][CH2:12]2)=[CH:31][CH:30]=1 |f:2.3.4.5,^1:49,51,70,89|. Procedure: Under argon, 4.00 g (9.84 mmol) of 6-formyl-7-isopropyl-4-oxo-3,4-dihydrospiro[chromen-2,1′-cyclobutan]-5-yl trifluoromethanesulfonate (Example 50A), 1.79 g (12.8 mmol) of 4-fluorophenyl-boronic acid, 3.55 g (16.73 mmol) of tripotassium phosphate and 1.25 g (1.08 mmol) of tetrakis(triphenylphosphine)palladium(0) are initially charged and the apparatus is flushed by repeated evacuation and venting with argon. 100 ml of abs. dioxane are then added, the apparatus is closed and the mixture is heated... Reactants: C(C)(C)(C)OC(C(C)(C)OC1=CC=C(C=C1)CCCC1NC(NC1=O)=O)=O (2-{4-[3-(2,5-dioxo-imidazolidin-4-yl)-propyl]-phenoxy}-2-methyl-propionic acid tert-butyl ester), CC=1C=C(CCl)C=CC1C (3,4-dimethyl benzyl chloride), [O-]S(=O)(=O)[O-].[Mg+2] (MgSO4), C(=O)([O-])[O-].[K+].[K+] (K2CO3), resultant mixture. The solvent is CN(C)C=O (DMF). The product is C(C)(C)(C)OC(C(C)(C)OC1=CC=C(C=C1)CCCC1NC(N(C1=O)CC1=CC(=C(C=C1)C)C)=O)=O (2-(4-{3-[1-(3,4-dimethyl-benzyl)-2,5-dioxo-imidazolidin-4-yl]-propyl}-phenoxy)-2-methyl-propionic acid tert-butyl ester). Isolated yield 53.0%. As a reaction SMILES: [C:1]([O:5][C:6](=[O:27])[C:7]([O:10][C:11]1[CH:16]=[CH:15][C:14]([CH2:17][CH2:18][CH2:19][CH:20]2[C:24](=[O:25])[NH:23][C:22](=[O:26])[NH:21]2)=[CH:13][CH:12]=1)([CH3:9])[CH3:8])([CH3:4])([CH3:3])[CH3:2].[CH3:28][C:29]1[CH:30]=[C:31]([CH:34]=[CH:35][C:36]=1[CH3:37])[CH2:32]Cl.[O-]S([O-])(=O)=O.[Mg+2].C([O-])([O-])=O.[K+].[K+]>CN(C=O)C>[C:1]([O:5][C:6](=[O:27])[C:7]([O:10][C:11]1[CH:16]=[CH:15][C:14]([CH2:17][CH2:18][CH2:19][CH:20]2[C:24](=[O:25])[N:23]([CH2:32][C:31]3[CH:34]=[CH:35][C:36]([CH3:37])=[C:29]([CH3:28])[CH:30]=3)[C:22](=[O:26])[NH:21]2)=[CH:13][CH:12]=1)([CH3:9])[CH3:8])([CH3:2])([CH3:3])[CH3:4] |f:2.3,4.5.6|. Procedure details: Compound 2-{4-[3-(2,5-dioxo-imidazolidin-4-yl)-propyl]-phenoxy}-2-methyl-propionic acid tert-butyl ester (0.29 g, 0.770 mmol) in DMF (10 mL) was treated with 3,4-dimethyl benzyl chloride (0.131 g, 0.847 mmol), MgSO4 (0.185 g, 1.54 mmol) and then 325 mesh K2CO3 (0.213 g, 1.54 mmol). The resultant mixture was heated to 50° C. under N2 for 4 h. The reaction mixture was cooled and quenched with 1N HCl (8 mL) and then extracted with EtOAc and water. The organic layer was dried (MgSO4) and the solvent... Reactants: ice water, FC(C1=CC(=CC(=N1)O)O)(F)F (6-Trifluoromethyl-pyridine-2,4-diol), [N+](=O)(O)[O-] (nitric acid), [N+](=O)(O)[O-] (Nitric acid). Run in S(O)(O)(=O)=O (sulphuric acid). Run at temperature -50 celsius, time 90 minute. The product is [N+](=O)([O-])C=1C(=NC(=CC1O)C(F)(F)F)O (3-nitro-6-trifluoromethyl-pyridine-2,4-diol). Yield: 71.0%. Reaction SMILES: [F:1][C:2]([F:12])([F:11])[C:3]1[N:8]=[C:7]([OH:9])[CH:6]=[C:5]([OH:10])[CH:4]=1.[N+:13]([O-])([OH:15])=[O:14]>S(=O)(=O)(O)O>[N+:13]([C:6]1[C:7]([OH:9])=[N:8][C:3]([C:2]([F:1])([F:11])[F:12])=[CH:4][C:5]=1[OH:10])([O-:15])=[O:14]. Procedure details: 6-Trifluoromethyl-pyridine-2,4-diol (56 g, 310 mmol) was added in 3-5 gm portions to concentrated sulphuric acid (140 mL) with stirring to give a pale brown solution. The temperature increased to −50° C. during the addition. Nitric acid (21.1 mL 328 mmol, 70% HNO3 d=1.4 gm/ml) was added drop wise at such a rate as to maintain a reaction temperature of between 45° and 50° C. which took approximately 90 minutes. Once all the nitric acid had been added the reaction was allowed to cool to ambient te... The reactants are ClC1=CC(=CC=C1)C(=O)OO (m-Chloroperbenzoic acid), ClC1=C(C=CC(=C1)Cl)CCCCCCC=C (8-(2,4-dichlorophenyl)-1-octene), C(=O)(O)[O-].[Na+] (NaHCO3), ClCCl (dichloromethane). Solvent: O (water). Run at temperature 0 celsius, time 1 hour. Yields the product C(=O)(O)C[C@@H]1C(O[C@@H](C1)CCCCCCC1=C(C=C(C=C1)Cl)Cl)=O ((3R*,5R*) 3-(Carboxymethyl)-5-[6-(2,4-dichlorophenyl)hexyl]tetrahydrofuran-2-one). Isolated yield 25.0%. RXN SMILES: ClC1C=CC=[C:4]([C:8]([O:10]O)=[O:9])[CH:3]=1.[Cl:12][C:13]1[CH:18]=[C:17]([Cl:19])[CH:16]=[CH:15][C:14]=1[CH2:20][CH2:21][CH2:22][CH2:23][CH2:24][CH2:25][CH:26]=[CH2:27].[C:28]([O-:31])([OH:30])=O.[Na+].ClCCl>O>[C:28]([CH2:3][C@H:4]1[CH2:27][C@@H:26]([CH2:25][CH2:24][CH2:23][CH2:22][CH2:21][CH2:20][C:14]2[CH:15]=[CH:16][C:17]([Cl:19])=[CH:18][C:13]=2[Cl:12])[O:10][C:8]1=[O:9])([OH:31])=[O:30] |f:2.3|. Procedure: m-Chloroperbenzoic acid (50% grade, 1.38 g, 4.01 mmol) was added in portions to a vigorously stirred mixture of 8-(2,4-dichlorophenyl)-1-octene (687 mg, 2.67 mmol), saturated aqueous NaHCO3 (15 ml), and dichloromethane (10 ml) at 0° C. The mixture was stirred for 5 min at 0° C., at room temperature for 1 h, then poured into water, and extracted with ether. The extracts were washed with aqueous Na2SO3 /NaHCO3, water, saturated aqueous NaCl, and dried (MgSO4). The solvent was removed under vacuum ... Reactants: ClCCl, O=C(O)c1ccc(OCC2CCCCC2)c([N+](=O)[O-])c1, O=C(Cl)C(=O)Cl, CN(C)C=O. The product is O=C(Cl)c1ccc(OCC2CCCCC2)c([N+](=O)[O-])c1. As a reaction SMILES: [CH2:32]([Cl:33])[Cl:34].[CH:1]1([CH2:7][O:8][c:9]2[c:10]([N+:18](=[O:19])[O-:20])[cH:11][c:12]([C:13](=[O:14])[OH:15])[cH:16][cH:17]2)[CH2:2][CH2:3][CH2:4][CH2:5][CH2:6]1.[Cl:26][C:27]([C:28]([Cl:29])=[O:30])=[O:31].[O:21]=[CH:22][N:23]([CH3:24])[CH3:25]>>[CH:1]1([CH2:7][O:8][c:9]2[c:10]([N+:18](=[O:19])[O-:20])[cH:11][c:12]([C:13](=[O:14])[Cl:26])[cH:16][cH:17]2)[CH2:2][CH2:3][CH2:4][CH2:5][CH2:6]1. Starting materials: CC#N, [K+], [K+], O=C([O-])[O-], CCCCOC(=O)c1ccc(=O)[nH]n1, O, O=P(Cl)(Cl)Cl. Product: CCCCOC(=O)c1ccc(Cl)nn1. As a reaction SMILES: [CH3:26][C:27]#[N:28].[K+:20].[K+:21].[O-:22][C:23]([O-:24])=[O:25].[O:6]=[c:7]1[cH:8][cH:9][c:10]([C:13](=[O:14])[O:15][CH2:16][CH2:17][CH2:18][CH3:19])[n:11][nH:12]1.[OH2:29].[P:1]([Cl:2])([Cl:3])([Cl:4])=[O:5]>>[Cl:3][c:7]1[cH:8][cH:9][c:10]([C:13](=[O:14])[O:15][CH2:16][CH2:17][CH2:18][CH3:19])[n:11][n:12]1. Reactants: C1CCOC1, O=C(Cl)OCc1ccccc1, [K+], [K+], O=C1CNCCN1, O=C([O-])[O-], O. Yields the product O=C1CN(C(=O)OCc2ccccc2)CCN1. RXN SMILES: [CH2:26]1[O:27][CH2:28][CH2:29][CH2:30]1.[Cl:15][C:16](=[O:17])[O:18][CH2:19][c:20]1[cH:21][cH:22][cH:23][cH:24][cH:25]1.[K+:8].[K+:9].[NH:1]1[C:2](=[O:7])[CH2:3][NH:4][CH2:5][CH2:6]1.[O-:10][C:11]([O-:12])=[O:13].[OH2:14]>>[NH:1]1[C:2](=[O:7])[CH2:3][N:4]([C:16](=[O:17])[O:18][CH2:19][c:20]2[cH:21][cH:22][cH:23][cH:24][cH:25]2)[CH2:5][CH2:6]1. Starting materials: CC(=O)O[BH-](OC(C)=O)OC(C)=O, CC(=O)O, CN(C)C=O, Cc1cc2c(N)nccc2cc1OC1CCNCC1, O=Cc1ccccc1, [Na+], O. Yields the product Cc1cc2c(N)nccc2cc1OC1CCN(Cc2ccccc2)CC1. RXN SMILES: [C:32]([O:33][BH-:34]([O:35][C:36](=[O:37])[CH3:38])[O:39][C:40](=[O:41])[CH3:42])(=[O:43])[CH3:44].[CH3:1][C:2](=[O:3])[OH:4].[CH3:46][N:47]([CH3:48])[CH:49]=[O:50].[CH3:5][c:6]1[c:7]([O:17][CH:18]2[CH2:19][CH2:20][NH:21][CH2:22][CH2:23]2)[cH:8][c:9]2[cH:10][cH:11][n:12][c:13]([NH2:16])[c:14]2[cH:15]1.[CH:24](=[O:25])[c:26]1[cH:27][cH:28][cH:29][cH:30][cH:31]1.[Na+:45].[OH2:51]>>[CH3:5][c:6]1[c:7]([O:17][CH:18]2[CH2:19][CH2:20][N:21]([CH2:24][c:26]3[cH:27][cH:28][cH:29][cH:30][cH:31]3)[CH2:22][CH2:23]2)[cH:8][c:9]2[cH:10][cH:11][n:12][c:13]([NH2:16])[c:14]2[cH:15]1. Starting materials: N(=[N+]=[N-])CCCC1(SC(=NN1)C1=C(C=CC(=C1)F)F)C1=CC=CC=C1 (2-(3-azidopropyl)-5-(2,5-difluorophenyl)-2-phenyl-2,3-dihydro-1,3,4-thiadiazole), C(=O)(N1C=NC=C1)N1C=NC=C1 (1,1′-carbonyl diimidazole). Solvent: C1CCOC1 (THF). Run at temperature 75 celsius, time 2 hour. The product is N(=[N+]=[N-])CCCC1(SC(=NN1C(=O)N1C=NC=C1)C1=C(C=CC(=C1)F)F)C1=CC=CC=C1 ((2-(3-azidopropyl)-5-(2,5-difluorophenyl)-2-phenyl-1,3,4-thiadiazol-3(2H)-yl)(1H-imidazol-1-yl)methanone). RXN SMILES: [N:1]([CH2:4][CH2:5][CH2:6][C:7]1([C:20]2[CH:25]=[CH:24][CH:23]=[CH:22][CH:21]=2)[NH:11][N:10]=[C:9]([C:12]2[CH:17]=[C:16]([F:18])[CH:15]=[CH:14][C:13]=2[F:19])[S:8]1)=[N+:2]=[N-:3].[C:26](N1C=CN=C1)([N:28]1[CH:32]=[CH:31][N:30]=[CH:29]1)=[O:27]>C1COCC1>[N:1]([CH2:4][CH2:5][CH2:6][C:7]1([C:20]2[CH:25]=[CH:24][CH:23]=[CH:22][CH:21]=2)[N:11]([C:26]([N:28]2[CH:32]=[CH:31][N:30]=[CH:29]2)=[O:27])[N:10]=[C:9]([C:12]2[CH:17]=[C:16]([F:18])[CH:15]=[CH:14][C:13]=2[F:19])[S:8]1)=[N+:2]=[N-:3]. Reported procedure: To a solution of 2-(3-azidopropyl)-5-(2,5-difluorophenyl)-2-phenyl-2,3-dihydro-1,3,4-thiadiazole (0.492 g, 1.37 mmol) in THF (8 mL) was added 1,1′-carbonyl diimidazole (0.266 g, 1.64 mmol). After stirring at 75° C. for 2 hours, the reaction mixture was concentrated under reduced pressure and dissolved in dichloromethane (20 mL). The solution was washed with HCl (0.5 M), dried over Na2SO4 and concentrated to provide the crude product.